From a dataset of the Open Reaction Database (ORD), a public repository of structured organic reaction records. describe an organic reaction: reactants, conditions, products, and yield The reactants are COC(C1=CN=C(C(=C1)N)N)=O (5,6-Diamino-nicotinic acid methyl ester), C1(=C(C(=CC(=C1)C)C)S(=O)(=O)ON)C (O-mesitylene-sulfonylhydroxylamine), N1=C(C=CC=C1)C=O (pyridine-2-carboxaldehyde). Yields the product COC(=O)C=1C=C(C=2N(C1)N=C(N2)C2=NC=CC=C2)N (8-Amino-2-pyridin-2-yl-[1,2,4]triazolo[1,5-a]pyridine-6-carboxylic Acid Methyl Ester). Reaction SMILES: [CH3:1][O:2][C:3](=[O:12])[C:4]1[CH:9]=[C:8]([NH2:10])[C:7]([NH2:11])=[N:6][CH:5]=1.C1(C)C=C(C)C=C(C)C=1S(O[NH2:25])(=O)=O.[N:27]1[CH:32]=[CH:31][CH:30]=[CH:29][C:28]=1[CH:33]=O>>[CH3:1][O:2][C:3]([C:4]1[CH:9]=[C:8]([NH2:10])[C:7]2[N:6]([N:25]=[C:33]([C:28]3[CH:29]=[CH:30][CH:31]=[CH:32][N:27]=3)[N:11]=2)[CH:5]=1)=[O:12]. Procedure: The title compound, MS m/e (%): 270.3 (M+, 100), was prepared in accordance with the general method of example 1 from 5,6-Diamino-nicotinic acid methyl ester, O-mesitylene-sulfonylhydroxylamine, and pyridine-2-carboxaldehyde. The purification was performed by flash column chromatography on silica eluting with a mixture of ethyl acetate and n-hexane.